From a dataset of the Open Reaction Database (ORD), a public repository of structured organic reaction records. describe an organic reaction: reactants, conditions, products, and yield Solvent: C(Cl)(Cl)(Cl)Cl (CCl4), C(Cl)(Cl)(Cl)Cl (CCl4). The reactants are CC1=CC=C(OCC(=O)OCC)C=C1 (ethyl 4-methylphenoxyacetate), BrBr (bromine). The product is BrCC1=CC=C(OCC(=O)OCC)C=C1 (Ethyl 4-bromomethylphenoxyacetate). Reaction SMILES: [CH3:1][C:2]1[CH:14]=[CH:13][C:5]([O:6][CH2:7][C:8]([O:10][CH2:11][CH3:12])=[O:9])=[CH:4][CH:3]=1.[Br:15]Br>C(Cl)(Cl)(Cl)Cl.[W]>[Br:15][CH2:1][C:2]1[CH:14]=[CH:13][C:5]([O:6][CH2:7][C:8]([O:10][CH2:11][CH3:12])=[O:9])=[CH:4][CH:3]=1. Procedure: A solution of ethyl 4-methylphenoxyacetate, which may be prepared as set forth by S. G. Powell and R. Adams in J. Am. Chem. Soc., 42, pages 646-658 (1920), (18.21 g, 0.094 mole) in 100 ml of dry CCl4 was stirred and refluxed under a 350 watt tungsten lamp. A solution of 15 g (0.094 mole) of bromine in 100 ml of CCl4 was added by means of an addition funnel over a period of 30 minutes. The colorless reaction mixture was evaporated in vacuo and the resulting oil distilled bulb-to-bulb taking a mid... The reagents and catalysts are [W] (tungsten). Starting materials: ClC1=C(O)C=CC(=C1)O (chlorohydroquinone), C(CCCCCCCCCCC)Br (dodecylbromide), [OH-].[K+] (potassium hydroxide). Solvent: C(C)O (ethanol), C(C)O (ethanol). Yields the product ClC=1C=C(C=CC1OCCCCCCCCCCCC)O (3-chloro-4-dodecyloxyphenol). As a reaction SMILES: [Cl:1][C:2]1[CH:8]=[C:7]([OH:9])[CH:6]=[CH:5][C:3]=1[OH:4].[CH2:10](Br)[CH2:11][CH2:12][CH2:13][CH2:14][CH2:15][CH2:16][CH2:17][CH2:18][CH2:19][CH2:20][CH3:21].[OH-].[K+]>C(O)C>[Cl:1][C:2]1[CH:8]=[C:7]([OH:9])[CH:6]=[CH:5][C:3]=1[O:4][CH2:21][CH2:20][CH2:19][CH2:18][CH2:17][CH2:16][CH2:15][CH2:14][CH2:13][CH2:12][CH2:11][CH3:10] |f:2.3|. Procedure: In ethanol, chlorohydroquinone was reacted with dodecylbromide in ethanol by using 1 equivalent of potassium hydroxide to obtain 3-chloro-4-dodecyloxyphenol. Then, 3.1 g of this 3-chloro-4-dodecyloxyphenol was reacted with 2.0 g of 2,4-acetoxybenzoic acid chloride in pyridine and the reaction mixture was treated by customary procedures to obtain 4 g of 3-chloro-4-dodecyloxyphenyl 4-acetoxybenzoate. This ester was dissolved in a THF/methanol liquid mixture and 1 equivalent of 1N LiOH was added to... Starting materials: CC(C)N1CC2N(C(=O)C(N)CN2S(=O)(=O)c2ccc(Cl)cc2Cl)C(Cc2ccc(Cl)cc2)C1=O, O=C(Cl)c1cnccn1. Product: CC(C)N1CC2N(C(=O)C(NC(=O)c3cnccn3)CN2S(=O)(=O)c2ccc(Cl)cc2Cl)C(Cc2ccc(Cl)cc2)C1=O. As a reaction SMILES: [NH2:10][CH:11]1[CH2:12][N:13]([S:34](=[O:35])(=[O:36])[c:37]2[c:38]([Cl:44])[cH:39][c:40]([Cl:43])[cH:41][cH:42]2)[CH:14]2[N:15]([C:16]1=[O:17])[CH:18]([CH2:26][c:27]1[cH:28][cH:29][c:30]([Cl:33])[cH:31][cH:32]1)[C:19](=[O:25])[N:20]([CH:22]([CH3:23])[CH3:24])[CH2:21]2.[n:1]1[c:2]([C:7](=[O:8])[Cl:9])[cH:3][n:4][cH:5][cH:6]1>>[n:1]1[c:2]([C:7](=[O:8])[NH:10][CH:11]2[CH2:12][N:13]([S:34](=[O:35])(=[O:36])[c:37]3[c:38]([Cl:44])[cH:39][c:40]([Cl:43])[cH:41][cH:42]3)[CH:14]3[N:15]([C:16]2=[O:17])[CH:18]([CH2:26][c:27]2[cH:28][cH:29][c:30]([Cl:33])[cH:31][cH:32]2)[C:19](=[O:25])[N:20]([CH:22]([CH3:23])[CH3:24])[CH2:21]3)[cH:3][n:4][cH:5][cH:6]1. The reactants are CO, COCNCCC(O)c1ccccc1. The product is CNCCC(O)c1ccccc1. Reaction SMILES: [CH3:15][OH:16].[CH3:1][O:2][CH2:3][NH:4][CH2:5][CH2:6][CH:7]([OH:8])[c:9]1[cH:10][cH:11][cH:12][cH:13][cH:14]1>>[CH3:3][NH:4][CH2:5][CH2:6][CH:7]([OH:8])[c:9]1[cH:10][cH:11][cH:12][cH:13][cH:14]1.